From a dataset of the Open Reaction Database (ORD), a public repository of structured organic reaction records. describe an organic reaction: reactants, conditions, products, and yield As a reaction SMILES: [CH2:43]([N:44]=[C:45]=[N:46][CH2:47][CH2:48][CH2:49][N:50]([CH3:51])[CH3:52])[CH3:53].[CH3:57][N:58]([CH3:59])[c:60]1[cH:61][cH:62][n:63][cH:64][cH:65]1.[Cl:54][CH2:55][Cl:56].[ClH:42].[O:19]=[C:20]1[N:21]([CH2:38][C:39](=[O:40])[OH:41])[CH2:22][CH2:23][CH2:24][C:25]1([c:26]1[cH:27][cH:28][cH:29][cH:30][cH:31]1)[c:32]1[cH:33][cH:34][cH:35][cH:36][cH:37]1.[c:1]1([C:7]2([c:13]3[cH:14][cH:15][cH:16][cH:17][cH:18]3)[CH2:8][CH2:9][NH:10][CH2:11][CH2:12]2)[cH:2][cH:3][cH:4][cH:5][cH:6]1>>[c:1]1([C:7]2([c:13]3[cH:14][cH:15][cH:16][cH:17][cH:18]3)[CH2:8][CH2:9][N:10]([C:39]([CH2:38][N:21]3[C:20](=[O:19])[C:25]([c:26]4[cH:27][cH:28][cH:29][cH:30][cH:31]4)([c:32]4[cH:33][cH:34][cH:35][cH:36][cH:37]4)[CH2:24][CH2:23][CH2:22]3)=[O:40])[CH2:11][CH2:12]2)[cH:2][cH:3][cH:4][cH:5][cH:6]1. Reactants: CCN=C=NCCCN(C)C, CN(C)c1ccncc1, ClCCl, Cl, O=C(O)CN1CCCC(c2ccccc2)(c2ccccc2)C1=O, c1ccc(C2(c3ccccc3)CCNCC2)cc1. Yields the product O=C(CN1CCCC(c2ccccc2)(c2ccccc2)C1=O)N1CCC(c2ccccc2)(c2ccccc2)CC1. The reactants are O=C([O-])[O-], CI, CN(C)C=O, [K+], [K+], O, Nc1ccccc1S(=O)c1nc2ccccc2[nH]1. The product is Cn1c(S(=O)c2ccccc2N)nc2ccccc21. Reaction SMILES: [C:21](=[O:22])([O-:23])[O-:24].[CH3:19][I:20].[CH3:28][N:29]([CH3:30])[CH:31]=[O:32].[K+:25].[K+:26].[OH2:27].[nH:1]1[c:2]([S:10](=[O:11])[c:12]2[c:13]([NH2:18])[cH:14][cH:15][cH:16][cH:17]2)[n:3][c:4]2[c:5]1[cH:6][cH:7][cH:8][cH:9]2>>[n:1]1([CH3:21])[c:2]([S:10](=[O:11])[c:12]2[c:13]([NH2:18])[cH:14][cH:15][cH:16][cH:17]2)[n:3][c:4]2[c:5]1[cH:6][cH:7][cH:8][cH:9]2.